Dataset: the Open Reaction Database (ORD), a public repository of structured organic reaction records. Task: describe an organic reaction: reactants, conditions, products, and yield Procedure: H2O2 (0.056 mL, 30% in H2O) was added to a stirred solution of 4-[5-(3,5-dichlorophenyl)-4,5-dihydro-5-(trifluoromethyl)-3-isoxazolyl]-N-[2-(methylsulfinyl)ethyl]-1-naphthalenecarboxamide (i.e. the product of Example 2, 100 mg) in acetic acid (1.0 mL). The reaction mixture was stirred at 60° C. for 4 h, then cooled to room temperature, diluted with water, adjusted to pH 4 with 1.0 M aqueous NaOH solution, and extracted with chloroform. The organic extract was washed with brine, dried over sodium... Reaction conditions: temperature 60 celsius, time 4 hour. Reaction SMILES: [OH:1]O.[Cl:3][C:4]1[CH:5]=[C:6]([C:11]2([C:34]([F:37])([F:36])[F:35])[O:15][N:14]=[C:13]([C:16]3[C:25]4[C:20](=[CH:21][CH:22]=[CH:23][CH:24]=4)[C:19]([C:26]([NH:28][CH2:29][CH2:30][S:31]([CH3:33])=[O:32])=[O:27])=[CH:18][CH:17]=3)[CH2:12]2)[CH:7]=[C:8]([Cl:10])[CH:9]=1.[OH-].[Na+]>C(O)(=O)C.O>[Cl:10][C:8]1[CH:7]=[C:6]([C:11]2([C:34]([F:36])([F:35])[F:37])[O:15][N:14]=[C:13]([C:16]3[C:25]4[C:20](=[CH:21][CH:22]=[CH:23][CH:24]=4)[C:19]([C:26]([NH:28][CH2:29][CH2:30][S:31]([CH3:33])(=[O:1])=[O:32])=[O:27])=[CH:18][CH:17]=3)[CH2:12]2)[CH:5]=[C:4]([Cl:3])[CH:9]=1 |f:2.3|. The reactants are [OH-].[Na+] (NaOH), OO (H2O2), ClC=1C=C(C=C(C1)Cl)C1(CC(=NO1)C1=CC=C(C2=CC=CC=C12)C(=O)NCCS(=O)C)C(F)(F)F (4-[5-(3,5-dichlorophenyl)-4,5-dihydro-5-(trifluoromethyl)-3-isoxazolyl]-N-[2-(methylsulfinyl)ethyl]-1-naphthalenecarboxamide), ClC=1C=C(C=C(C1)Cl)C1(CC(=NO1)C1=CC=C(C2=CC=CC=C12)C(=O)NCCS(=O)C)C(F)(F)F (4-[5-(3,5-dichlorophenyl)-4,5-dihydro-5-(trifluoromethyl)-3-isoxazolyl]-N-[2-(methylsulfinyl)ethyl]-1-naphthalenecarboxamide). Solvent: C(C)(=O)O (acetic acid), O (water). The product is ClC=1C=C(C=C(C1)Cl)C1(CC(=NO1)C1=CC=C(C2=CC=CC=C12)C(=O)NCCS(=O)(=O)C)C(F)(F)F (4-[5-(3,5-dichlorophenyl)-4,5-dihydro-5-(trifluoromethyl)-3-isoxazolyl]-N-[2-(methylsulfonyl)ethyl]-1-naphthalenecarboxamide). Reaction SMILES: [CH:1]1([C:4](=[O:26])[CH:5]([C:13](=[O:25])[C:14]2[CH:19]=[CH:18][C:17]([S:20]([CH3:23])(=[O:22])=[O:21])=[CH:16][C:15]=2[F:24])C(OC(C)(C)C)=O)[CH2:3][CH2:2]1.C1(C)C=CC(S(O)(=O)=O)=CC=1>C1(C)C=CC=CC=1>[CH:1]1([C:4](=[O:26])[CH2:5][C:13]([C:14]2[CH:19]=[CH:18][C:17]([S:20]([CH3:23])(=[O:21])=[O:22])=[CH:16][C:15]=2[F:24])=[O:25])[CH2:3][CH2:2]1. Starting materials: C1(CC1)C(C(C(=O)OC(C)(C)C)C(C1=C(C=C(C=C1)S(=O)(=O)C)F)=O)=O (t-butyl 3-cyclopropyl-2-(2-fluoro-4-methylsulphonylbenzoyl)-3-oxopropionate), C1(=CC=C(C=C1)S(=O)(=O)O)C (p-toluenesulphonic acid). Procedure: A mixture of t-butyl 3-cyclopropyl-2-(2-fluoro-4-methylsulphonylbenzoyl)-3-oxopropionate (10.5 g) and p-toluenesulphonic acid (2.0 g) in toluene was stirred and heated at reflux for 4 hours. The mixture was washed with water, dried (anhydrous magnesium sulphate) and filtered. The filtrate was evaporated to dryness to give 3-cyclopropyl-1-(2-fluoro-4-methylsulphonylphenyl)-propan-l,3-dione (7.4 g) as a red gum, NMR (CDCl3); 0.9-1.3 (m,4H), 1.8-2.1 (m, 1H), 3.1 (s,3H), 6.3 (s, 1H), 7.5-8.0 (m,3H). The solvent is C1(=CC=CC=C1)C (toluene). Yield: 95.3%. Yields the product C1(CC1)C(CC(=O)C1=C(C=C(C=C1)S(=O)(=O)C)F)=O (3-cyclopropyl-1-(2-fluoro-4-methylsulphonylphenyl)-propan-l,3-dione).